This data is from the Open Reaction Database (ORD), a public repository of structured organic reaction records. The task is: describe an organic reaction: reactants, conditions, products, and yield Reactants: N1=CC=C(C=C1)C1=NN(C2=CC=C(C=C12)C(=O)O)C(C1=CC=CC=C1)(C1=CC=CC=C1)C1=CC=CC=C1 (3-pyridin-4-yl-1-trityl-1H indazole-5-carboxylic acid), C=1C=CC2=C(C1)N=NN2O (HOBT), C(CCl)Cl (EDC), CCN(C(C)C)C(C)C (DIPEA), NC1CN(CC(C1)C1=CC=CC=C1)C(=O)OC(C)(C)C (tert-butyl 3-amino-5-phenylpiperidine-1-carboxylate). Solvent: CN(C)C=O (DMF). Reaction conditions: temperature 45 celsius, time 4 hour. Product: C1(=CC=CC=C1)C1CN(CC(C1)NC(=O)C=1C=C2C(=NN(C2=CC1)C(C1=CC=CC=C1)(C1=CC=CC=C1)C1=CC=CC=C1)C1=CC=NC=C1)C(=O)OC(C)(C)C (tert-butyl 3-phenyl-5-{[(3-pyridin-4-yl-1-trityl-1H-indazol-5-yl)carbonyl]amino}piperidine-1-carboxylate). Reaction SMILES: [N:1]1[CH:6]=[CH:5][C:4]([C:7]2[C:15]3[C:10](=[CH:11][CH:12]=[C:13]([C:16](O)=[O:17])[CH:14]=3)[N:9]([C:19]([C:32]3[CH:37]=[CH:36][CH:35]=[CH:34][CH:33]=3)([C:26]3[CH:31]=[CH:30][CH:29]=[CH:28][CH:27]=3)[C:20]3[CH:25]=[CH:24][CH:23]=[CH:22][CH:21]=3)[N:8]=2)=[CH:3][CH:2]=1.C1C=CC2N(O)N=NC=2C=1.C(Cl)CCl.CCN(C(C)C)C(C)C.[NH2:61][CH:62]1[CH2:67][CH:66]([C:68]2[CH:73]=[CH:72][CH:71]=[CH:70][CH:69]=2)[CH2:65][N:64]([C:74]([O:76][C:77]([CH3:80])([CH3:79])[CH3:78])=[O:75])[CH2:63]1>CN(C=O)C>[C:68]1([CH:66]2[CH2:67][CH:62]([NH:61][C:16]([C:13]3[CH:14]=[C:15]4[C:10](=[CH:11][CH:12]=3)[N:9]([C:19]([C:20]3[CH:21]=[CH:22][CH:23]=[CH:24][CH:25]=3)([C:26]3[CH:31]=[CH:30][CH:29]=[CH:28][CH:27]=3)[C:32]3[CH:33]=[CH:34][CH:35]=[CH:36][CH:37]=3)[N:8]=[C:7]4[C:4]3[CH:3]=[CH:2][N:1]=[CH:6][CH:5]=3)=[O:17])[CH2:63][N:64]([C:74]([O:76][C:77]([CH3:80])([CH3:79])[CH3:78])=[O:75])[CH2:65]2)[CH:73]=[CH:72][CH:71]=[CH:70][CH:69]=1. Procedure details: To a microwave vial equipped with a stir bar was added 3-pyridin-4-yl-1-trityl-1H indazole-5-carboxylic acid (155.4 mg, 0.323 mmol), HOBT (74.1 mg, 0.484 mmol), EDC (93 mg, 0.484 mmol), DIPEA (225 μl, 1.291 mmol), tert-butyl 3-amino-5-phenylpiperidine-1-carboxylate (89 mg, 0.323 mmol), and DMF (3227 μl). The vial was sealed and heated to 45° C. The LCMS taken after 4 hours indicates formation of the desired product. The material was filtered through a column pre-packed with celite and was concen... The reactants are C(C1=CC=CC=C1)N1CCC(CC1)(C#N)NCC (1-benzyl-4-ethylaminopiperidine-4-carbonitrile), OS(=O)(=O)O (H2SO4). Run in C(Cl)Cl (methylene chloride). Run at time 19 hour. The product is C(C1=CC=CC=C1)N1CCC(CC1)(C(=O)N)NCC (1-Benzyl-4-ethylaminopiperidine-4-carboxylic Acid Amide). RXN SMILES: [CH2:1]([N:8]1[CH2:13][CH2:12][C:11]([NH:16][CH2:17][CH3:18])([C:14]#[N:15])[CH2:10][CH2:9]1)[C:2]1[CH:7]=[CH:6][CH:5]=[CH:4][CH:3]=1.[OH:19]S(O)(=O)=O>C(Cl)Cl>[CH2:1]([N:8]1[CH2:13][CH2:12][C:11]([NH:16][CH2:17][CH3:18])([C:14]([NH2:15])=[O:19])[CH2:10][CH2:9]1)[C:2]1[CH:3]=[CH:4][CH:5]=[CH:6][CH:7]=1. Procedure details: A solution of 1-benzyl-4-ethylaminopiperidine-4-carbonitrile I-1A-1e (0.58 g, 2.38 mmol) in methylene chloride (2 ml) cooled in an ice bath was treated with H2SO4 (1.8 ml, 33 mmol), dropwise, while keeping the internal temperature below 20° C. The reaction was then warmed to room temperature and stirred for 19 hours. After stirring was discontinued, the thick pale orange H2SO4 bottom layer was separated, cooled in an ice bath and then carefully quenched with concentrated NH4OH keeping internal t... Reactants: FC=1C=C2C=CC=NC2=C(C1)C(C(=O)OCC)O (Ethyl 2-(6-fluoro-8-quinolyl)-2-hydroxyacetate), [OH-].[NH4+] (ammonium hydroxide). Product: FC=1C=C2C=CC=NC2=C(C1)C(C(=O)N)O (2-(6-Fluoro-8-quinolyl)-2-hydroxyacetamide). Reaction SMILES: [F:1][C:2]1[CH:3]=[C:4]2[C:9](=[C:10]([CH:12]([OH:18])[C:13](OCC)=[O:14])[CH:11]=1)[N:8]=[CH:7][CH:6]=[CH:5]2.[OH-].[NH4+:20]>>[F:1][C:2]1[CH:3]=[C:4]2[C:9](=[C:10]([CH:12]([OH:18])[C:13]([NH2:20])=[O:14])[CH:11]=1)[N:8]=[CH:7][CH:6]=[CH:5]2 |f:1.2|. Reported procedure: Ethyl 2-(6-fluoro-8-quinolyl)-2-hydroxyacetate (1.1 g.) was refluxed for 10 minutes in 300 ml. of conc. ammonium hydroxide. The reaction mixture was cooled slightly, clarified by filtration and evaporated to solids. Trituration of the residue with 25 ml. of toluene gave the title product (860 mg., m.p. 169°-171° C.).